The task is: describe an organic reaction: reactants, conditions, products, and yield. This data is from the Open Reaction Database (ORD), a public repository of structured organic reaction records. Starting materials: CN(C)C=O, C#CCCl, COc1ccc(CCNC(=O)C(=COC(F)F)c2ccc3c(c2)CCCC3)cc1O, [H-], [Na+], O. Yields the product C#CCOc1cc(CCNC(=O)C(=COC(F)F)c2ccc3c(c2)CCCC3)ccc1OC. As a reaction SMILES: [CH3:31][N:32]([CH3:33])[CH:34]=[O:35].[Cl:36][CH2:37][C:38]#[CH:39].[F:1][CH:2]([O:3][CH:4]=[C:5]([C:6](=[O:7])[NH:8][CH2:9][CH2:10][c:11]1[cH:12][c:13]([OH:19])[c:14]([O:17][CH3:18])[cH:15][cH:16]1)[c:20]1[cH:21][c:22]2[c:27]([cH:28][cH:29]1)[CH2:26][CH2:25][CH2:24][CH2:23]2)[F:30].[H-:40].[Na+:41].[OH2:42]>>[F:1][CH:2]([O:3][CH:4]=[C:5]([C:6](=[O:7])[NH:8][CH2:9][CH2:10][c:11]1[cH:12][c:13]([O:19][CH2:39][C:38]#[CH:37])[c:14]([O:17][CH3:18])[cH:15][cH:16]1)[c:20]1[cH:21][c:22]2[c:27]([cH:28][cH:29]1)[CH2:26][CH2:25][CH2:24][CH2:23]2)[F:30]. The reactants are C(C)OC(C(C)S(=O)(=O)CCCCCCCC)=O (2-(octane-1-sulfonyl)-propionic acid ethyl ester), ClCC1=CC=C(OCCN2CCCCC2)C=C1 (1-[2-(4-chloromethylphenoxy)-ethyl]-piperidine). Product: C(C)OC(C(CC1=CC=C(C=C1)OCCN1CCCCC1)S(=O)(=O)CCCCCCCC)=O (2-(Octane-1-sulfonyl)-3-[4-(2-piperidin-yl-ethoxy)-phenyl]-propionic acid ethyl ester). RXN SMILES: [CH2:1]([O:3][C:4](=[O:18])[CH:5]([S:7]([CH2:10][CH2:11][CH2:12][CH2:13][CH2:14][CH2:15][CH2:16][CH3:17])(=[O:9])=[O:8])[CH3:6])[CH3:2].ClC[C:21]1[CH:35]=[CH:34][C:24]([O:25][CH2:26][CH2:27][N:28]2[CH2:33][CH2:32][CH2:31][CH2:30][CH2:29]2)=[CH:23][CH:22]=1>>[CH2:1]([O:3][C:4](=[O:18])[CH:5]([S:7]([CH2:10][CH2:11][CH2:12][CH2:13][CH2:14][CH2:15][CH2:16][CH3:17])(=[O:9])=[O:8])[CH2:6][C:21]1[CH:22]=[CH:23][C:24]([O:25][CH2:26][CH2:27][N:28]2[CH2:29][CH2:30][CH2:31][CH2:32][CH2:33]2)=[CH:34][CH:35]=1)[CH3:2]. Reported procedure: 2-(Octane-1-sulfonyl)-3-[4-(2-piperidin-yl-ethoxy)-phenyl]-propionic acid ethyl ester was prepared according to the general method as outlined in example 9. Starting from 2-(octane-1-sulfonyl)-propionic acid ethyl ester (5.0g, 18 mmol) and 1-[2-(4-chloromethylphenoxy)-ethyl]-piperidine (5.6g, 19.7 mmol); Yield 8.9g (96%); amber oil, MS 495. The reactants are C(C)(=O)OC(CCCNS(=O)(=O)C)COC1=CC=C(C=C1)F (N-[4-acetoxy-5-(4-fluorophenoxy)pentyl]methanesulfonamide), C(C)(=O)OC(/C=C/CNS(=O)(=O)C)COC1=CC=C(C=C1)F (N-[4-acetoxy-5-(4-fluorophenoxy)trans-2-pentenyl]methanesulfonamide), C(C)(=O)OC(/C=C/CN(S(=O)(=O)C)CC#CCCCC(=O)OC)COC1=CC=C(C=C1)F (methyl 7-{N-[4-acetoxy-5-(4-fluorophenoxy)trans-2-pentenyl]methanesulfonamido}hept-5-ynoate). The product is OC(/C=C/CN(S(=O)(=O)C)C\C=C/CCCC(=O)O)COC1=CC=C(C=C1)F (7-{N-[4-Hydroxy-5-(4-fluorophenoxy)trans-2-pentenyl]methanesulfonamido}-cis-hept-5-enoic Acid). As a reaction SMILES: C(OC(COC1C=CC(F)=CC=1)CCCNS(C)(=O)=O)(=O)C.C(OC(COC1C=CC(F)=CC=1)/C=C/CNS(C)(=O)=O)(=O)C.C([O:48][CH:49]([CH2:68][O:69][C:70]1[CH:75]=[CH:74][C:73]([F:76])=[CH:72][CH:71]=1)/[CH:50]=[CH:51]/[CH2:52][N:53]([CH2:58][C:59]#[C:60][CH2:61][CH2:62][CH2:63][C:64]([O:66]C)=[O:65])[S:54]([CH3:57])(=[O:56])=[O:55])(=O)C>>[OH:48][CH:49]([CH2:68][O:69][C:70]1[CH:75]=[CH:74][C:73]([F:76])=[CH:72][CH:71]=1)/[CH:50]=[CH:51]/[CH2:52][N:53]([CH2:58]/[CH:59]=[CH:60]\[CH2:61][CH2:62][CH2:63][C:64]([OH:66])=[O:65])[S:54]([CH3:57])(=[O:56])=[O:55]. Procedure details: This compound is prepared by the procedure described in Example 2, Step I, except that the N-[4-acetoxy-5-(4-fluorophenoxy)pentyl]methanesulfonamide is replaced by an equimolar amount of N-[4-acetoxy-5-(4-fluorophenoxy)trans-2-pentenyl]methanesulfonamide (Example 6, Step G). This product is thus methyl 7-{N-[4-acetoxy-5-(4-fluorophenoxy)trans-2-pentenyl]methanesulfonamido}hept-5-ynoate. The subsequent hydrolysis is carried out as described in Example 2, Step J and affords 7-{N-[4-fluorophenoxy)t... Starting materials: COc1ncc(Br)cc1C(=O)O, Cc1ccc(N)c(C)c1. The reagents and catalysts are CCOC1C=CC2=CC=CC=C2N1C(=O)OCC (EEDQ), CCN(C(C)C)C(C)C (DIPEA). Run in CN(C)C=O (DMF), CN(C)C=O (DMF), CN(C)C=O (DMF), CN(C)C=O (DMF), CN(C)C=O (DMF), CN(C)C=O (DMF). Conditions: temperature 25 celsius, time 2 hour. Product: COc1ncc(Br)cc1C(=O)Nc1ccc(C)cc1C. The yield is 57.5%. As a reaction SMILES: Cc1ccc(N)c(C)c1.COc1ncc(Br)cc1C(=O)O.CCOC1C=CC2=CC=CC=C2N1C(=O)OCC.CCN(C(C)C)C(C)C.CN(C)C=O>>COc1ncc(Br)cc1C(=O)Nc1ccc(C)cc1C. Reactants: C(C)(=O)OC=1C=C2C(=NC(=NC2=CC1OC)C1=CC(=C(C=C1)C1=CC=CC=C1)F)Cl (4-chloro-2-(3-fluoro-4-(phenyl)phenyl)-7-methoxyquinazolin-6-yl acetate), NC=1C=C2C=NN(C2=CC1)C(=O)OC(C)(C)C (tert-butyl 5-amino-1H-indazole-1-carboxylate). Solvent: CC(C)O (IPA). Conditions: temperature 95 celsius. Product: C(C)(=O)OC=1C=C2C(=NC(=NC2=CC1OC)C1=CC(=C(C=C1)C1=CC=CC=C1)F)NC=1C=C2C=NN(C2=CC1)C(=O)OC(C)(C)C (tert-butyl 5-(6-acetoxy-2-(3-fluoro-4-(phenyl)phenyl)-7-methoxyquinazolin-4-ylamino)-1H-indazole-1-carboxylate). The yield is 58.8%. RXN SMILES: [C:1]([O:4][C:5]1[CH:6]=[C:7]2[C:12](=[CH:13][C:14]=1[O:15][CH3:16])[N:11]=[C:10]([C:17]1[CH:22]=[CH:21][C:20]([C:23]3[CH:28]=[CH:27][CH:26]=[CH:25][CH:24]=3)=[C:19]([F:29])[CH:18]=1)[N:9]=[C:8]2Cl)(=[O:3])[CH3:2].[NH2:31][C:32]1[CH:33]=[C:34]2[C:38](=[CH:39][CH:40]=1)[N:37]([C:41]([O:43][C:44]([CH3:47])([CH3:46])[CH3:45])=[O:42])[N:36]=[CH:35]2>CC(O)C>[C:1]([O:4][C:5]1[CH:6]=[C:7]2[C:12](=[CH:13][C:14]=1[O:15][CH3:16])[N:11]=[C:10]([C:17]1[CH:22]=[CH:21][C:20]([C:23]3[CH:28]=[CH:27][CH:26]=[CH:25][CH:24]=3)=[C:19]([F:29])[CH:18]=1)[N:9]=[C:8]2[NH:31][C:32]1[CH:33]=[C:34]2[C:38](=[CH:39][CH:40]=1)[N:37]([C:41]([O:43][C:44]([CH3:47])([CH3:46])[CH3:45])=[O:42])[N:36]=[CH:35]2)(=[O:3])[CH3:2]. Procedure: A mixture of 4-chloro-2-(3-fluoro-4-(phenyl)phenyl)-7-methoxyquinazolin-6-yl acetate (3.14 g, 7.42 mmol) and tert-butyl 5-amino-1H-indazole-1-carboxylate (1.85 g, 7.93 mmol) in IPA (180 mL) was heated at 95° C. for 5 h. The mixture was allowed to cool to RT and the solid was collected via filtration. The solid was subjected to flash chromatography (SiO2, CH2Cl2/MeOH) to give the desired compound tert-butyl 5-(6-acetoxy-2-(3-fluoro-4-(phenyl)phenyl)-7-methoxyquinazolin-4-ylamino)-1H-indazole-1-ca... The reactants are CC(C(=O)[O-])C1CCN2C1=C(C=1C(=CC(=CC21)F)Br)SC2=CC=C(C=C2)Cl ((+/−)-methyl{8-bromo-9-[(4-chlorophenyl)thio]-6-fluoro-2,3-dihydro-1H-pyrrolo[1,2-a]indol-1-yl}acetate), CN1N=CC=C1[Sn](CCCC)(CCCC)CCCC (1-methyl-5-(tributylstannyl)-1H-pyrazole). Product: ClC1=CC=C(C=C1)SC1=C2N(C=3C=C(C=C(C13)C1=CC=NN1C)F)CCC2CC(=O)O ((+/−)-[9-[(4-chlorophenyl)thio]-6-fluoro-8-(1-methyl-1H-pyrazol-5-yl)-2,3-dihydro-1H-pyrrolo[1,2-a]indol-1-yl]acetic acid). As a reaction SMILES: C[CH:2]([CH:6]1[C:10]2=[C:11]([S:20][C:21]3[CH:26]=[CH:25][C:24]([Cl:27])=[CH:23][CH:22]=3)[C:12]3[C:13](Br)=[CH:14][C:15]([F:18])=[CH:16][C:17]=3[N:9]2[CH2:8][CH2:7]1)[C:3]([O-:5])=[O:4].[CH3:28][N:29]1[C:33]([Sn](CCCC)(CCCC)CCCC)=[CH:32][CH:31]=[N:30]1>>[Cl:27][C:24]1[CH:23]=[CH:22][C:21]([S:20][C:11]2[C:12]3[C:13]([C:33]4[N:29]([CH3:28])[N:30]=[CH:31][CH:32]=4)=[CH:14][C:15]([F:18])=[CH:16][C:17]=3[N:9]3[CH2:8][CH2:7][CH:6]([CH2:2][C:3]([OH:5])=[O:4])[C:10]=23)=[CH:26][CH:25]=1. Procedure: Starting from (+/−)-methyl{8-bromo-9-[(4-chlorophenyl)thio]-6-fluoro-2,3-dihydro-1H-pyrrolo[1,2-a]indol-1-yl}acetate (Example 7, Step 9, 200 mg, 0.43 mmol) and 1-methyl-5-(tributylstannyl)-1H-pyrazole (239 mg, 0.64 mmol), the title compound was synthesized following the procedures described in Example 42 and Step 10 of Example 7. The reactants are CC(C)(C)OC(=O)N1CCNCC1, CO, CC(Cl)C(=O)c1c(C(C)C)nn2ccccc12, [I-], [Na+]. The product is CC(C)c1nn2ccccc2c1C(=O)C(C)N1CCNCC1, Cl. RXN SMILES: [C:18]([O:19][C:20]([CH3:21])([CH3:22])[CH3:23])(=[O:24])[N:25]1[CH2:26][CH2:27][NH:28][CH2:29][CH2:30]1.[CH3:33][OH:34].[Cl:1][CH:2]([C:3](=[O:4])[c:5]1[c:6]([CH:14]([CH3:15])[CH3:16])[n:7][n:8]2[c:9]1[cH:10][cH:11][cH:12][cH:13]2)[CH3:17].[I-:31].[Na+:32]>>[CH:2]([C:3](=[O:4])[c:5]1[c:6]([CH:14]([CH3:15])[CH3:16])[n:7][n:8]2[c:9]1[cH:10][cH:11][cH:12][cH:13]2)([CH3:17])[N:25]1[CH2:26][CH2:27][NH:28][CH2:29][CH2:30]1.[ClH:1]. Reaction SMILES: [CH3:1][c:2]1[cH:3][c:4]([NH2:7])[n:5][o:6]1.[CH3:23][CH2:24][OH:25].[Cl:8][c:9]1[n:10][cH:11][c:12]([Cl:16])[c:13]([Cl:15])[n:14]1.[Na+:17].[Na+:18].[O-:19][C:20](=[O:21])[O-:22]>>[CH3:1][c:2]1[cH:3][c:4]([NH:7][c:13]2[c:12]([Cl:16])[cH:11][n:10][c:9]([Cl:8])[n:14]2)[n:5][o:6]1. Yields the product Cc1cc(Nc2nc(Cl)ncc2Cl)no1. Starting materials: Cc1cc(N)no1, CCO, Clc1ncc(Cl)c(Cl)n1, [Na+], [Na+], O=C([O-])[O-]. Starting materials: BrC=1C=C(C(=NC1)O)C=1N=C2N(C=CC=C2)C1 (5-bromo-3-(imidazo[1,2-a]pyridin-2-yl)pyridin-2-ol), O=P(Cl)(Cl)Cl (POCl3), CN(C)C=O (DMF). Run at temperature 100 celsius, time 3 hour. Product: BrC=1C=C(C(=NC1)Cl)C=1N=C2N(C=CC=C2)C1C=O (2-(5-bromo-2-chloropyridin-3-yl)imidazo[1,2-a]pyridine-3-carbaldehyde). Isolated yield 51.0%. Reaction SMILES: [Br:1][C:2]1[CH:3]=[C:4]([C:9]2[N:10]=[C:11]3[CH:16]=[CH:15][CH:14]=[CH:13][N:12]3[CH:17]=2)[C:5](O)=[N:6][CH:7]=1.CN([CH:21]=[O:22])C.O=P(Cl)(Cl)[Cl:25]>>[Br:1][C:2]1[CH:3]=[C:4]([C:9]2[N:10]=[C:11]3[CH:16]=[CH:15][CH:14]=[CH:13][N:12]3[C:17]=2[CH:21]=[O:22])[C:5]([Cl:25])=[N:6][CH:7]=1. Procedure details: A solution of 5-bromo-3-(imidazo[1,2-a]pyridin-2-yl)pyridin-2-ol (500 mg, 1.72 mmol) in POCl3 (10 mL) was stirred at 100° C. overnight. Then DMF (10 mL) was added dropwise. The reaction mixture was stirred at 100° C. for 3 hours. The reaction mixture was concentrated in vacuo. The resulting residue was suspended with water, and saturated aqueous NaHCO3 solution was added until the solution was at pH 7. The mixture was extracted with EtOAc. The combined organic phases were washed with brine, drie... The reactants are C(C=C)C=1C=C(C=O)C=CC1OCCC=1N=C(OC1C)C1=CC=CC=C1 (3-allyl-4-[2-(5-methyl-2-phenyl-oxazol-4-yl)-ethoxy]-benzaldehyde), [Cl-].C(C1=CC=CC=C1)OC(=O)C(OCC)[P+](C1=CC=CC=C1)(C1=CC=CC=C1)C1=CC=CC=C1 ((benzyloxycarbonyl-ethoxy-methyl)-triphenyl-phosphonium chloride), [Cl-].C(C1=CC=CC=C1)OC(=O)C(OC)[P+](C1=CC=CC=C1)(C1=CC=CC=C1)C1=CC=CC=C1 ((benzyloxycarbonyl-methoxy-methyl)-triphenyl-phosphonium chloride), 3-{3-allyl-4-[2-(5-methyl-2-phenyl-oxazol-4-yl)-ethoxy]-phenyl}-2(Z,E)-ethoxy-acrylic acid benzyl ester. Product: C(C)OC(C(=O)O)CC1=CC(=C(C=C1)OCCC=1N=C(OC1C)C1=CC=CC=C1)CCC ([rac]-2-ethoxy-3-{4-[2-(5-methyl-2-phenyl-oxazol-4-yl)-ethoxy]-3-propyl-phenyl}-propionic acid). As a reaction SMILES: [CH2:1]([C:4]1[CH:5]=[C:6]([CH:9]=[CH:10][C:11]=1[O:12][CH2:13][CH2:14][C:15]1[N:16]=[C:17]([C:21]2[CH:26]=[CH:25][CH:24]=[CH:23][CH:22]=2)[O:18][C:19]=1[CH3:20])C=O)[CH:2]=[CH2:3].[Cl-].C([O:35][C:36]([CH:38]([P+](C1C=CC=CC=1)(C1C=CC=CC=1)C1C=CC=CC=1)[O:39][CH2:40][CH3:41])=[O:37])C1C=CC=CC=1.[Cl-].[CH2:62](OC(C([P+](C1C=CC=CC=1)(C1C=CC=CC=1)C1C=CC=CC=1)OC)=O)C1C=CC=CC=1>>[CH2:40]([O:39][CH:38]([CH2:62][C:6]1[CH:9]=[CH:10][C:11]([O:12][CH2:13][CH2:14][C:15]2[N:16]=[C:17]([C:21]3[CH:22]=[CH:23][CH:24]=[CH:25][CH:26]=3)[O:18][C:19]=2[CH3:20])=[C:4]([CH2:1][CH2:2][CH3:3])[CH:5]=1)[C:36]([OH:35])=[O:37])[CH3:41] |f:1.2,3.4|. Procedure: In analogy to the procedures described in examples 114 b], c] and d], 3-allyl-4-hydroxy-benzaldehyde was reacted with methanesulfonic acid 2-(5-methyl-2-phenyl-oxazol-4-yl)-ethyl ester [PCT Int. Appl. (2000) WO0008002] to give 3-allyl-4-[2-(5-methyl-2-phenyl-oxazol-4-yl)-ethoxy]-benzaldehyde. Treatment of 3-allyl-4-[2-(5-methyl-2-phenyl-oxazol-4-yl)-ethoxy]-benzaldehyde with (benzyloxycarbonyl-ethoxy-methyl)-triphenyl-phosphonium chloride (prepared in analogy to the procedure described for the s...